This data is from the Open Reaction Database (ORD), a public repository of structured organic reaction records. The task is: describe an organic reaction: reactants, conditions, products, and yield Starting materials: FC(C=1C=C(COC=2C=C3C=C4N(C3=CC2)CCCC4CC(=O)OCC)C=C(C1)C(F)(F)F)(F)F (ethyl 2-(2-(3,5-bis(trifluoromethyl)benzyloxy)-6,7,8,9-tetrahydropyrido[1,2-a]indol-9-yl)acetate), [Li+].[OH-] (LiOH), C(CC(O)(C(=O)O)CC(=O)O)(=O)O (citric acid). The solvent is O (water), O1CCOCC1 (dioxane). Reaction conditions: time 8 hour. Yields the product FC(C=1C=C(COC=2C=C3C=C4N(C3=CC2)CCCC4CC(=O)O)C=C(C1)C(F)(F)F)(F)F (2-(2-(3,5-Bis(trifluoromethyl)benzyloxy)-6,7,8,9-tetrahydropyrido[1,2-a]indol-9-yl)acetic Acid). The yield is 91.4%. RXN SMILES: [F:1][C:2]([F:35])([F:34])[C:3]1[CH:4]=[C:5]([CH:27]=[C:28]([C:30]([F:33])([F:32])[F:31])[CH:29]=1)[CH2:6][O:7][C:8]1[CH:9]=[C:10]2[C:14](=[CH:15][CH:16]=1)[N:13]1[CH2:17][CH2:18][CH2:19][CH:20]([CH2:21][C:22]([O:24]CC)=[O:23])[C:12]1=[CH:11]2.[Li+].[OH-].C(O)(=O)CC(CC(O)=O)(C(O)=O)O>O1CCOCC1.O>[F:32][C:30]([F:31])([F:33])[C:28]1[CH:27]=[C:5]([CH:4]=[C:3]([C:2]([F:35])([F:34])[F:1])[CH:29]=1)[CH2:6][O:7][C:8]1[CH:9]=[C:10]2[C:14](=[CH:15][CH:16]=1)[N:13]1[CH2:17][CH2:18][CH2:19][CH:20]([CH2:21][C:22]([OH:24])=[O:23])[C:12]1=[CH:11]2 |f:1.2|. Procedure: To a solution of ethyl 2-(2-(3,5-bis(trifluoromethyl)benzyloxy)-6,7,8,9-tetrahydropyrido[1,2-a]indol-9-yl)acetate (145 mg, 0.29 mmol) in dioxane (1.5 mL) was added 1 M LiOH aqueous solution (1.16 mL, 1.161 mmol). The reaction was stirred at room temperature for 8 h, diluted with water, and acidified to pH 4 with 0.5 M aqueous citric acid. The solid precipitate was collected to give the title compound (125 mg). LCMS m/z=471.8 [M+H]+; 1H NMR (400 MHz, CDCl3) δ ppm 1.55-1.65 (m, 1H), 2.00-2.10 (m, ... Reactants: C=O, CC(=O)O, Cc1cc(O)nc(N(C)C)n1, CC(=O)[O-], CC(=O)[O-], [H][H], O, [Zn+2]. The product is Cc1nc(N(C)C)nc(O)c1C. As a reaction SMILES: [CH2:18]=[O:19].[CH3:12][C:13](=[O:14])[OH:15].[CH3:1][N:2]([c:3]1[n:4][c:5]([CH3:10])[cH:6][c:7]([OH:9])[n:8]1)[CH3:11].[CH3:22][C:23](=[O:24])[O-:25].[CH3:26][C:27](=[O:28])[O-:29].[H:16][H:17].[OH2:20].[Zn+2:21]>>[CH3:1][N:2]([c:3]1[n:4][c:5]([CH3:10])[c:6]([CH3:12])[c:7]([OH:9])[n:8]1)[CH3:11]. Reactants: COC(CC1=NOC(=C1)C)=O ((5-methyl-isoxazol-3-yl)-acetic acid methyl ester), O.NN (hydrazine hydrate). Solvent: C(CCC)O (butanol). Product: CC1=CC(=NO1)CC(=O)NN ((5-Methyl-isoxazol-3-yl)-acetic acid hydrazide). Isolated yield 90.0%. Reaction SMILES: C[O:2][C:3](=O)[CH2:4][C:5]1[CH:9]=[C:8]([CH3:10])[O:7][N:6]=1.O.[NH2:13][NH2:14]>C(O)CCC>[CH3:10][C:8]1[O:7][N:6]=[C:5]([CH2:4][C:3]([NH:13][NH2:14])=[O:2])[CH:9]=1 |f:1.2|. Procedure details: As described for example 112a, (5-methyl-isoxazol-3-yl)-acetic acid methyl ester in butanol was reacted with hydrazine hydrate (2 equivalents) and the resulting mixture was heated under reflux for 90 min. Evaporation of all volatiles afforded the title compound as a white solid (yield: 90%). 1H-NMR (300 MHz, DMSO): δ=2.36 (d, J=0.7 Hz, 3H), 3.39 (s, 2H), 4.25 (s, 2H), 6.13 (d, J=0.7 Hz, 1H), 9.27 (s, 1H). Starting materials: ClC=1C=C(C=CC1)C(C=1C=C(C(=CC1)N)N)N1C=NC=C1 (4-[(3-chlorophenyl)(1H-imidazol-1-yl)methyl]-1,2-benzenediamine), Cl.C(C)(OCC)=N (ethyl ethanimidate hydrochloride). Run in CO (methanol). The product is ClC=1C=C(C=CC1)C(C1=CC2=C(NC(=N2)C)C=C1)N1C=NC=C1 (5-[(3-chlorophenyl)(1H-imidazol-1-yl)methyl]-2-methyl-1H-benzimidazole). The yield is 89.8%. Reaction SMILES: [Cl:1][C:2]1[CH:3]=[C:4]([CH:8]([N:17]2[CH:21]=[CH:20][N:19]=[CH:18]2)[C:9]2[CH:10]=[C:11]([NH2:16])[C:12]([NH2:15])=[CH:13][CH:14]=2)[CH:5]=[CH:6][CH:7]=1.Cl.[C:23](=N)(OCC)[CH3:24]>CO>[Cl:1][C:2]1[CH:3]=[C:4]([CH:8]([N:17]2[CH:21]=[CH:20][N:19]=[CH:18]2)[C:9]2[CH:14]=[CH:13][C:12]3[NH:15][C:23]([CH3:24])=[N:16][C:11]=3[CH:10]=2)[CH:5]=[CH:6][CH:7]=1 |f:1.2|. Procedure: A solution of 2.99 parts of 4-[(3-chlorophenyl)(1H-imidazol-1-yl)methyl]-1,2-benzenediamine, 1.85 parts of ethyl ethanimidate hydrochloride and 40 parts of methanol was stirred for 16 hours at room temperature. The solvent was evaporated and the residue was dissolved in a dilute hydrochloric acid solution. The whole was alkalized with ammonia and the product was extracted with dichloromethane. The extract was dried, filtered and evaporated. The residue was purified by column chromatography over ... Reactants: C(C)OC(=O)N1CCN(CC1)C([C@H](CCC(=O)OC(C)(C)C)NC(=O)C1=NN(C(=C1)O)C1=CC=CC=C1)=O (4-{(S)-4-tert-Butoxycarbonyl-2-[(5-hydroxy-1-phenyl-1H-pyrazole-3-carbonyl)-amino]-butyryl}-piperazine-1-carboxylic acid ethyl ester), C([O-])([O-])=O.[Cs+].[Cs+] (cesium carbonate), C(C)OC(CBr)=O (Bromo-acetic acid ethyl ester). Run in CN(C)C=O (DMF), O (water). Run at temperature 100 celsius. The product is C(C)OC(=O)N1CCN(CC1)C([C@H](CCC(=O)OC(C)(C)C)NC(=O)C1=NN(C(=C1)OCC(=O)OCC)C1=CC=CC=C1)=O (4-{(S)-4-tert-Butoxycarbonyl-2-[(5-ethoxycarbonylmethoxy-1-phenyl-1H-pyrazole-3-carbonyl)-amino]-butyryl}-piperazine-1-carboxylic acid ethyl ester). Reaction SMILES: [CH2:1]([O:3][C:4]([N:6]1[CH2:11][CH2:10][N:9]([C:12](=[O:38])[C@@H:13]([NH:23][C:24]([C:26]2[CH:30]=[C:29]([OH:31])[N:28]([C:32]3[CH:37]=[CH:36][CH:35]=[CH:34][CH:33]=3)[N:27]=2)=[O:25])[CH2:14][CH2:15][C:16]([O:18][C:19]([CH3:22])([CH3:21])[CH3:20])=[O:17])[CH2:8][CH2:7]1)=[O:5])[CH3:2].C(=O)([O-])[O-].[Cs+].[Cs+].[CH2:45]([O:47][C:48](=[O:51])[CH2:49]Br)[CH3:46]>CN(C=O)C.O>[CH2:1]([O:3][C:4]([N:6]1[CH2:11][CH2:10][N:9]([C:12](=[O:38])[C@@H:13]([NH:23][C:24]([C:26]2[CH:30]=[C:29]([O:31][CH2:49][C:48]([O:47][CH2:45][CH3:46])=[O:51])[N:28]([C:32]3[CH:37]=[CH:36][CH:35]=[CH:34][CH:33]=3)[N:27]=2)=[O:25])[CH2:14][CH2:15][C:16]([O:18][C:19]([CH3:22])([CH3:21])[CH3:20])=[O:17])[CH2:8][CH2:7]1)=[O:5])[CH3:2] |f:1.2.3|. Reported procedure: To a solution of 60 mg of 4-{(S)-4-tert-Butoxycarbonyl-2-[(5-hydroxy-1-phenyl-1H-pyrazole-3-carbonyl)-amino]-butyryl}-piperazine-1-carboxylic acid ethyl ester in 20 ml of DMF, 73 mg of cesium carbonate and 38 mg of Bromo-acetic acid ethyl ester was added and heated to 100° C. for 4 h. Then, the reaction mixture was diluted with water and extracted with ethyl acetate. The combined organic phases were dried over MgSO4 and the solvents were removed under reduced pressure. The crude product was used... Starting materials: C(C1=CC=CC=C1)(=O)N=C=S (Benzoyl isothiocyanate), NCCSCC=1NC2=C(N1)C=CC=C2 (2-[(2-aminoethyl)thiomethyl]benzimidazole). Product: C(C1=CC=CC=C1)(=O)NC(=S)NCCSCC=1NC2=C(N1)C=CC=C2 (N-benzoyl-N'-[2-(2-benzimidazolylmethylthio)ethyl]thiourea). As a reaction SMILES: [C:1]([N:9]=[C:10]=[S:11])(=[O:8])[C:2]1[CH:7]=[CH:6][CH:5]=[CH:4][CH:3]=1.[NH2:12][CH2:13][CH2:14][S:15][CH2:16][C:17]1[NH:18][C:19]2[CH:25]=[CH:24][CH:23]=[CH:22][C:20]=2[N:21]=1>>[C:1]([NH:9][C:10]([NH:12][CH2:13][CH2:14][S:15][CH2:16][C:17]1[NH:21][C:20]2[CH:22]=[CH:23][CH:24]=[CH:25][C:19]=2[N:18]=1)=[S:11])(=[O:8])[C:2]1[CH:7]=[CH:6][CH:5]=[CH:4][CH:3]=1. Procedure: Benzoyl isothiocyanate is reacted with 2-[(2-aminoethyl)thiomethyl]benzimidazole by the procedure of Example 18 to give N-benzoyl-N'-[2-(2-benzimidazolylmethylthio)ethyl]thiourea. Removing the benzoyl group by the procedure of Example 18 gives N-[2-(2-benzimidazolylmethylthio)ethyl]thiourea.